This data is from the Open Reaction Database (ORD), a public repository of structured organic reaction records. The task is: describe an organic reaction: reactants, conditions, products, and yield Reactants: NC(CO)(C)C (2-amino-2-methylpropanol), ClC1=C(C=O)C(=CC(=C1)Cl)OC (2,4-dichloro-6-methoxybenzaldehyde), BrN1C(CCC1=O)=O (N-bromosuccinimide). The solvent is C(Cl)Cl (methylene chloride), C(Cl)Cl (methylene chloride), C(Cl)(Cl)(Cl)Cl (carbon tetrachloride). Reaction conditions: temperature 0 celsius, time 7 minute. Product: OCC(C)(C)NC(C1=C(C=C(C=C1OC)Cl)Cl)=O (N-(2-Hydroxy-1,1-dimethylethyl)-2,4-dichloro-6-methoxybenzamide). RXN SMILES: [Cl:1][C:2]1[CH:9]=[C:8]([Cl:10])[CH:7]=[C:6]([O:11][CH3:12])[C:3]=1[CH:4]=[O:5].BrN1C(=O)CCC1=O.[NH2:21][C:22]([CH3:26])([CH3:25])[CH2:23][OH:24]>C(Cl)(Cl)(Cl)Cl.C(Cl)Cl>[OH:24][CH2:23][C:22]([NH:21][C:4](=[O:5])[C:3]1[C:6]([O:11][CH3:12])=[CH:7][C:8]([Cl:10])=[CH:9][C:2]=1[Cl:1])([CH3:26])[CH3:25]. Procedure: A suspension of 2,4-dichloro-6-methoxybenzaldehyde (3 g, 15 mmol) and N-bromosuccinimide (3.6 g, 20 mmol) in carbon tetrachloride (30 ml) was illuminated with a 150 W flood lamp under nitrogen with vigorous stirring on a steam bath for seven minutes. The cloudy mixture was cooled to 0° C., diluted with methylene chloride (30 ml) and treated dropwise with a solution of 2-amino-2-methylpropanol (3 ml, 30 mmol) in methylene chloride (30 ml). The ice bath was removed and the mixture was stirred at 2...